From a dataset of the Open Reaction Database (ORD), a public repository of structured organic reaction records. describe an organic reaction: reactants, conditions, products, and yield Reactants: BrC1=CC=C2C=C(C(=NC2=C1)C(=O)NC=1C=NC=CC1N1C[C@H](C[C@H](C1)C)NC(=O)OC(C)(C)C)NC(OCC1=CC=CC=C1)=O (benzyl (7-bromo-2-{[(4-{(3S,5R)-3-[(tert-butoxycarbonyl)amino]-5-methylpiperidin-1-yl}pyridin-3-yl)amino]carbonyl}quinolin-3-yl)carbamate), [O-]P(=O)([O-])[O-].[K+].[K+].[K+] (K3PO4), O1CCOCC1 (1,4-dioxane), CC1(OB(OC1(C)C)C=1CCOCC1)C (4-(4,4,5,5-tetramethyl-1,3,2-dioxaborolan-2-yl)-3,6-dihydro-2H-pyran). Reagents/catalysts: C1(CCCCC1)P(C1=C(C=CC=C1)C1=C(C=C(C=C1C(C)C)C(C)C)C(C)C)C1CCCCC1.NC1=C(C=CC=C1)C1=C(C=CC=C1)[Pd]Cl (Dicyclohexyl(2′,4′,6′-triisopropylbiphenyl-2-yl)phosphine (2′-aminobiphenyl-2-yl)(chloro)palladium). The solvent is O (water). Reaction conditions: temperature 80 celsius. The product is C(C)(C)(C)OC(=O)N[C@@H]1CN(C[C@@H](C1)C)C1=C(C=NC=C1)NC(=O)C1=NC2=CC(=CC=C2C=C1NC(OCC1=CC=CC=C1)=O)C=1CCOCC1 (benzyl [2-{[(4-{(3S,5R)-3-[(tert-butoxycarbonyl)amino]-5-methylpiperidin-1-yl}pyridin-3-yl)amino]carbonyl}-7-(3,6-dihydro-2H-pyran-4-yl)quinolin-3-yl]carbamate). Yield: 57.1%. Reaction SMILES: Br[C:2]1[CH:11]=[C:10]2[C:5]([CH:6]=[C:7]([NH:36][C:37](=[O:46])[O:38][CH2:39][C:40]3[CH:45]=[CH:44][CH:43]=[CH:42][CH:41]=3)[C:8]([C:12]([NH:14][C:15]3[CH:16]=[N:17][CH:18]=[CH:19][C:20]=3[N:21]3[CH2:26][C@H:25]([CH3:27])[CH2:24][C@H:23]([NH:28][C:29]([O:31][C:32]([CH3:35])([CH3:34])[CH3:33])=[O:30])[CH2:22]3)=[O:13])=[N:9]2)=[CH:4][CH:3]=1.[O-]P([O-])([O-])=O.[K+].[K+].[K+].O1CCOCC1.CC1(C)C(C)(C)OB([C:69]2[CH2:70][CH2:71][O:72][CH2:73][CH:74]=2)O1>C1(P(C2CCCCC2)C2C=CC=CC=2C2C(C(C)C)=CC(C(C)C)=CC=2C(C)C)CCCCC1.NC1C=CC=CC=1C1C=CC=CC=1[Pd]Cl.O>[C:32]([O:31][C:29]([NH:28][C@H:23]1[CH2:24][C@@H:25]([CH3:27])[CH2:26][N:21]([C:20]2[CH:19]=[CH:18][N:17]=[CH:16][C:15]=2[NH:14][C:12]([C:8]2[C:7]([NH:36][C:37](=[O:46])[O:38][CH2:39][C:40]3[CH:45]=[CH:44][CH:43]=[CH:42][CH:41]=3)=[CH:6][C:5]3[C:10](=[CH:11][C:2]([C:69]4[CH2:74][CH2:73][O:72][CH2:71][CH:70]=4)=[CH:3][CH:4]=3)[N:9]=2)=[O:13])[CH2:22]1)=[O:30])([CH3:35])([CH3:34])[CH3:33] |f:1.2.3.4,7.8|. Reported procedure: A pressure vial was charged with benzyl (7-bromo-2-{[(4-{(3S,5R)-3-[(tert-butoxycarbonyl)amino]-5-methylpiperidin-1-yl}pyridin-3-yl)amino]carbonyl}quinolin-3-yl)carbamate (0.029 g, 0.043 mmol), K3PO4 (0.0181 g, 0.0852 mmol), 1,4-dioxane (0.55 mL), water (0.092 mL) and 4-(4,4,5,5-tetramethyl-1,3,2-dioxaborolan-2-yl)-3,6-dihydro-2H-pyran (0.013 g, 0.063 mmol). The mixture was deoxygenated with nitrogen for 10 min. Dicyclohexyl(2′,4′,6′-triisopropylbiphenyl-2-yl)phosphine-(2′-aminobiphenyl-2-yl)(ch...